From a dataset of the Open Reaction Database (ORD), a public repository of structured organic reaction records. describe an organic reaction: reactants, conditions, products, and yield Starting materials: CCO, CN1C(=O)C(F)(F)CN(C2CCCC2)c2nc(Cl)ncc21, Cl, CCc1cc(C(=O)O)ccc1N. Yields the product CCc1cc(C(=O)O)ccc1Nc1ncc2c(n1)N(C1CCCC1)CC(F)(F)C(=O)N2C. RXN SMILES: [CH3:35][CH2:36][OH:37].[Cl:1][c:2]1[n:3][cH:4][c:5]2[c:6]([n:21]1)[N:7]([CH:16]1[CH2:17][CH2:18][CH2:19][CH2:20]1)[CH2:8][C:9]([F:14])([F:15])[C:10](=[O:13])[N:11]2[CH3:12].[ClH:34].[NH2:22][c:23]1[c:24]([CH2:32][CH3:33])[cH:25][c:26]([C:27](=[O:28])[OH:29])[cH:30][cH:31]1>>[c:2]1([NH:22][c:23]2[c:24]([CH2:32][CH3:33])[cH:25][c:26]([C:27](=[O:28])[OH:29])[cH:30][cH:31]2)[n:3][cH:4][c:5]2[c:6]([n:21]1)[N:7]([CH:16]1[CH2:17][CH2:18][CH2:19][CH2:20]1)[CH2:8][C:9]([F:14])([F:15])[C:10](=[O:13])[N:11]2[CH3:12].